This data is from the Open Reaction Database (ORD), a public repository of structured organic reaction records. The task is: describe an organic reaction: reactants, conditions, products, and yield Starting materials: COC(=O)C1=NN(C2(C(N(CCC21)C2=CC=C(C=C2)I)=O)N2CCOCC2)C2=CC=C(C=C2)Cl (1-(4-Chloro-phenyl)-6-(4-iodo-phenyl)-7a-morpholin-4-yl-7-oxo-3a,4,5,6,7,7a-hexahydro-1H-pyrazolo[3,4-c]pyridine-3-carboxylic acid methyl ester), FC(C(=O)O)(F)F (trifluoroacetic acid). Solvent: C(Cl)Cl (methylene chloride). Conditions: temperature 25 celsius, time 30 minute. Yields the product COC(=O)C1=NN(C=2C(N(CCC21)C2=CC=C(C=C2)I)=O)C2=CC=C(C=C2)Cl (1-(4-Chloro-phenyl)-6-(4-iodo-phenyl)-7-oxo-4,5,6,7-tetrahydro-1H-pyrazolo[3,4-c]pyridine-3-carboxylic acid methyl ester). RXN SMILES: [CH3:1][O:2][C:3]([C:5]1[CH:13]2[C:8](N3CCOCC3)([C:9](=[O:21])[N:10]([C:14]3[CH:19]=[CH:18][C:17]([I:20])=[CH:16][CH:15]=3)[CH2:11][CH2:12]2)[N:7]([C:28]2[CH:33]=[CH:32][C:31]([Cl:34])=[CH:30][CH:29]=2)[N:6]=1)=[O:4].FC(F)(F)C(O)=O>C(Cl)Cl>[CH3:1][O:2][C:3]([C:5]1[C:13]2[CH2:12][CH2:11][N:10]([C:14]3[CH:15]=[CH:16][C:17]([I:20])=[CH:18][CH:19]=3)[C:9](=[O:21])[C:8]=2[N:7]([C:28]2[CH:33]=[CH:32][C:31]([Cl:34])=[CH:30][CH:29]=2)[N:6]=1)=[O:4]. Reported procedure: A solution of 1-(4-chloro-phenyl)-6-(4-iodo-phenyl)-7a-morpholin-4-yl-7-oxo-3a,4,5,6,7,7a-hexahydro-1H-pyrazolo[3,4-c]pyridine-3-carboxylic acid methyl ester (52, 595 mg, 1.0 mmol) in methylene chloride (CH2Cl2, 4 mL) was treated with trifluoroacetic acid (TFA, 1.0 mL) at 25° C., and the resulting reaction mixture was stirred at 25° C. for an additional 30 min. When HPLC and TLC showed the reaction was complete, the solvents were removed in vacuo. The residue was directly purified by flash colum... Reactants: SC1=C(C#N)C=CC=C1 (2-mercaptobenzonitrile), C(C)(=O)O[C@H]1[C@H](SC[C@H]([C@@H]1OC(C)=O)OC(C)=O)Br (2,3,4-tri-O-acetyl-5-thio-α-D-xylopyranosyl bromide), mercuric cyanide, [Hg](C#N)C#N (Hg(CN)2). Product: C(C)(=O)O[C@H]1[C@H](SC2=C(C=CC=C2)C#N)SC[C@H]([C@@H]1OC(C)=O)OC(C)=O (2-cyanophenyl 2,3,4-tri-O-acetyl-1,5-dithio-β-D-xylopyranoside). Yield: 50.0%. Reaction SMILES: [SH:1][C:2]1[CH:9]=[CH:8][CH:7]=[CH:6][C:3]=1[C:4]#[N:5].[Hg](C#N)C#N.[C:15]([O:18][C@@H:19]1[C@@H:24]([O:25][C:26](=[O:28])[CH3:27])[C@H:23]([O:29][C:30](=[O:32])[CH3:31])[CH2:22][S:21][C@@H:20]1Br)(=[O:17])[CH3:16]>>[C:15]([O:18][C@@H:19]1[C@@H:24]([O:25][C:26](=[O:28])[CH3:27])[C@H:23]([O:29][C:30](=[O:32])[CH3:31])[CH2:22][S:21][C@H:20]1[S:1][C:2]1[CH:9]=[CH:8][CH:7]=[CH:6][C:3]=1[C:4]#[N:5])(=[O:17])[CH3:16]. Procedure: If the procedure described in Preparation I is followed starting from 9.70 g (72.10-3 mol) of 2-mercaptobenzonitrile, 19.45 g (77.10-3 mol) of mercuric cyanide, Hg(CN)2, and 27.4 g (77.10-3 mol) of 2,3,4-tri-O-acetyl-5-thio-α-D-xylopyranosyl bromide, 14.7 g (yield: 50%) of the expected product are obtained. Starting materials: C(=O)(N1C=NC=C1)N1C=NC=C1 (1,1′-carbonyldiimidazole), C1(=CC=CC=C1)SCC(=O)O (2-(phenylthio)acetic acid), N[C@H]1[C@H]2SCC(=C(N2C1=O)C(=O)O)/C=C\1/C(N(CC1)CC1CC1)=O ((E)-(6R,7R)-7-amino-3-(1-cyclopropylmethyl-2-oxo-pyrrolidin-3-ylidenemethyl)-8-oxo-5-thia-l-azabicyclo[4.2.0]oct-2-ene-2-carboxylic acid). Run in CN(C=O)C (N,N-dimethylformamide). Product: C1(CC1)CN1C(\C(\CC1)=C\C1=C(N2C([C@H]([C@H]2SC1)NC(CSC1=CC=CC=C1)=O)=O)C(=O)O)=O ((E)-(6R,7R)-3-(1-Cyclopropylmethyl-2-oxo-pyrrolidin-3-ylidenemethyl)-8-oxo-7-(2-phenylsulfanyl-acetylamino)-5-thia-1-aza-bicyclo[4.2.0]oct-2-ene-2-carboxylic acid). Reaction SMILES: C(N1C=CN=C1)(N1C=CN=C1)=O.[C:13]1([S:19][CH2:20][C:21]([OH:23])=O)[CH:18]=[CH:17][CH:16]=[CH:15][CH:14]=1.[NH2:24][C@@H:25]1[C:32](=[O:33])[N:31]2[C@@H:26]1[S:27][CH2:28][C:29](/[CH:37]=[C:38]1/[C:39](=[O:47])[N:40]([CH2:43][CH:44]3[CH2:46][CH2:45]3)[CH2:41][CH2:42]/1)=[C:30]2[C:34]([OH:36])=[O:35]>CN(C)C=O>[CH:44]1([CH2:43][N:40]2[CH2:41][CH2:42]/[C:38](=[CH:37]\[C:29]3[CH2:28][S:27][C@H:26]4[N:31]([C:32](=[O:33])[C@H:25]4[NH:24][C:21](=[O:23])[CH2:20][S:19][C:13]4[CH:14]=[CH:15][CH:16]=[CH:17][CH:18]=4)[C:30]=3[C:34]([OH:36])=[O:35])/[C:39]2=[O:47])[CH2:46][CH2:45]1. Procedure details: With 167.0 mg (1.03 mmol) 1,1′-carbonyldiimidazole, 173.0 mg (1.03 mmol) 2-(phenylthio)acetic acid and 300.0 mg (0.86 mmol) (E)-(6R,7R)-7-amino-3-(1-cyclopropylmethyl-2-oxo-pyrrolidin-3-ylidenemethyl)-8-oxo-5-thia-l-azabicyclo[4.2.0]oct-2-ene-2-carboxylic acid in 6 ml N,N-dimethylformamide. Starting materials: C(C)(=O)OC(C)=O (Acetic anhydride), C(C)(=O)C1=CC=2CC3=CC(=CC=C3C2C=C1)O (2-acetyl-7-hydroxyfluorene), N1=CC=CC=C1 (pyridine). The solvent is C1CCOC1 (THF). Product: C(C)(=O)C1=CC=2CC3=CC(=CC=C3C2C=C1)OC(C)=O (2-acetyl-7-acetoxyfluorene). Reaction SMILES: [C:1]([O:4][C:5](=O)[CH3:6])(=[O:3])[CH3:2].[C:8]([C:11]1[CH:23]=[CH:22][C:21]2[C:20]3[C:15](=[CH:16]C(O)=C[CH:19]=3)[CH2:14][C:13]=2[CH:12]=1)(=[O:10])[CH3:9].N1C=CC=CC=1>C1COCC1>[C:8]([C:11]1[CH:23]=[CH:22][C:21]2[C:20]3[C:15](=[CH:16][C:5]([O:4][C:1](=[O:3])[CH3:2])=[CH:6][CH:19]=3)[CH2:14][C:13]=2[CH:12]=1)(=[O:10])[CH3:9]. Reported procedure: Acetic anhydride (50 mL) was added to a mixture of 2-acetyl-7-hydroxyfluorene (50 g), pyridine (200 mL) and THF (200 mL) at 28° C. The temperature was elevated slowly up to 61° C. by exothermic heat to obtain a yellow transparent reaction mixture. An organic layer obtained by extracting the mixture with chloroform was washed well in order with 3M-hydrochloric acid, saturated sodium hydrogencarbonate and water, and then dried on anhydrous magnesium sulfate. The solvent was distilled off from this... The reactants are CCOC(=O)Cc1c[nH]nc1OCC, CN(C)C=O, Cc1oc(-c2ccccc2)nc1COc1ccc(CCl)cn1, [H-], [Na+], O. Yields the product CCOC(=O)Cc1cn(Cc2ccc(OCc3nc(-c4ccccc4)oc3C)nc2)nc1OCC. As a reaction SMILES: [CH2:25]([CH3:26])[O:27][c:28]1[n:29][nH:30][cH:31][c:32]1[CH2:33][C:34](=[O:35])[O:36][CH2:37][CH3:38].[CH3:40][N:41]([CH3:42])[CH:43]=[O:44].[Cl:3][CH2:4][c:5]1[cH:6][cH:7][c:8]([O:11][CH2:12][c:13]2[n:14][c:15](-[c:19]3[cH:20][cH:21][cH:22][cH:23][cH:24]3)[o:16][c:17]2[CH3:18])[n:9][cH:10]1.[H-:1].[Na+:2].[OH2:39]>>[CH2:4]([c:5]1[cH:6][cH:7][c:8]([O:11][CH2:12][c:13]2[n:14][c:15](-[c:19]3[cH:20][cH:21][cH:22][cH:23][cH:24]3)[o:16][c:17]2[CH3:18])[n:9][cH:10]1)[n:30]1[n:29][c:28]([O:27][CH2:25][CH3:26])[c:32]([CH2:33][C:34](=[O:35])[O:36][CH2:37][CH3:38])[cH:31]1.